Dataset: the Open Reaction Database (ORD), a public repository of structured organic reaction records. Task: describe an organic reaction: reactants, conditions, products, and yield Reactants: CC#N (CH3CN), COC1=CC=C(C=C1)S(=O)(=O)N1CCN(CC1)CC1=NC2=CC=CC=C2C(N1)=O (2-[4-(4-Methoxy-benzenesulfonyl)-piperazin-1-ylmethyl]-3H-quinazolin-4-one), C1(CCCC1)I (cyclopentyl iodide), C([O-])([O-])=O.[K+].[K+] (potassium carbonate). Run in CN(C)C=O (DMF). Reaction conditions: temperature 90 celsius. Yields the product C1(CCCC1)OC1=NC(=NC2=CC=CC=C12)CN1CCN(CC1)S(=O)(=O)C1=CC=C(C=C1)OC (4-Cyclopentyloxy-2-[4-(4-methoxy-benzenesulfonyl)-piperazin-1-ylmethyl]-quinazoline). Reaction SMILES: [CH3:1][O:2][C:3]1[CH:8]=[CH:7][C:6]([S:9]([N:12]2[CH2:17][CH2:16][N:15]([CH2:18][C:19]3[NH:28][C:27](=[O:29])[C:26]4[C:21](=[CH:22][CH:23]=[CH:24][CH:25]=4)[N:20]=3)[CH2:14][CH2:13]2)(=[O:11])=[O:10])=[CH:5][CH:4]=1.[CH:30]1(I)[CH2:34][CH2:33][CH2:32][CH2:31]1.C(=O)([O-])[O-].[K+].[K+].CC#N>CN(C=O)C>[CH:30]1([O:29][C:27]2[C:26]3[C:21](=[CH:22][CH:23]=[CH:24][CH:25]=3)[N:20]=[C:19]([CH2:18][N:15]3[CH2:14][CH2:13][N:12]([S:9]([C:6]4[CH:5]=[CH:4][C:3]([O:2][CH3:1])=[CH:8][CH:7]=4)(=[O:10])=[O:11])[CH2:17][CH2:16]3)[N:28]=2)[CH2:34][CH2:33][CH2:32][CH2:31]1 |f:2.3.4|. Procedure details: A mixture of 2-[4-(4-Methoxy-benzenesulfonyl)-piperazin-1-ylmethyl]-3H-quinazolin-4-one (83 mg, 0.2 mmol), cyclopentyl iodide (46 μL, 0.4 mmol), and potassium carbonate (138 mg, 1 mmol) in DMF (1 mL) was heated to 90° C. for 1 day. The reaction mixture was partitioned between dichloromethane and water. The organic layer was concentrated in vacuo and the residue was purified by HPLC (in the absence of TFA) to yield the product. 1H NMR (400 MHz, CDCl3) δ 8.11 (d, J=8.1 Hz, 1H), 7.88 (d, J=8.4 Hz, ... The reactants are FC(C1=CC=C(C(=O)C2=C(C=C(N2C)CC(=O)OCC)C)C=C1)(F)F (ethyl 5-(p-trifluoromethylbenzoyl)-1,4-dimethylpyrrole-2-acetate), C(CCCCC)I (n-hexyl iodide). The product is C(C)C=1N(C(=C(C1)C)C(C1=CC=C(C=C1)C(F)(F)F)=O)C.C(CCCCC)CC(=O)[O-] (ethyl 5-(p-trifluoromethylbenzoyl)-1,4-dimethylpyrrole 2-(α-n-hexyl)-acetate). RXN SMILES: [F:1][C:2]([F:25])([F:24])[C:3]1[CH:23]=[CH:22][C:6]([C:7]([C:9]2[N:13]([CH3:14])[C:12]([CH2:15][C:16]([O:18]CC)=[O:17])=[CH:11][C:10]=2[CH3:21])=[O:8])=[CH:5][CH:4]=1.C(I)CCCCC>>[CH2:15]([C:12]1[N:13]([CH3:14])[C:9]([C:7](=[O:8])[C:6]2[CH:22]=[CH:23][C:3]([C:2]([F:24])([F:25])[F:1])=[CH:4][CH:5]=2)=[C:10]([CH3:21])[CH:11]=1)[CH3:16].[CH2:12]([CH2:15][C:16]([O-:18])=[O:17])[CH2:11][CH2:10][CH2:9][CH2:7][CH3:6] |f:2.3|. Procedure details: The alkylation procedure of Example 77A is performed upon ethyl 5-(p-trifluoromethylbenzoyl)-1,4-dimethylpyrrole-2-acetate (from Example 89), using an equivalent quantity of n-hexyl iodide instead of methyl iodide used in Example 77A to yield ethyl 5-(p-trifluoromethylbenzoyl)-1,4-dimethylpyrrole-2-(α-n-hexyl)-acetate. Starting materials: CCOc1ccc(N2CCN(C(=O)O)CC2)c(F)c1, ClCCl, O=C(O)C(F)(F)F. Yields the product CCOc1ccc(N2CCNCC2)c(F)c1. As a reaction SMILES: [CH2:1]([CH3:2])[O:3][c:4]1[cH:5][c:6]([F:19])[c:7]([N:10]2[CH2:11][CH2:12][N:13]([C:16]([OH:17])=[O:18])[CH2:14][CH2:15]2)[cH:8][cH:9]1.[Cl:20][CH2:21][Cl:22].[F:23][C:24]([F:25])([F:26])[C:27]([OH:28])=[O:29]>>[CH2:1]([CH3:2])[O:3][c:4]1[cH:5][c:6]([F:19])[c:7]([N:10]2[CH2:11][CH2:12][NH:13][CH2:14][CH2:15]2)[cH:8][cH:9]1.